From a dataset of the Open Reaction Database (ORD), a public repository of structured organic reaction records. describe an organic reaction: reactants, conditions, products, and yield The reactants are OS(=O)(=O)O (H2SO4), NC1=CC=CC(=N1)C(=O)O (6-aminopyridine-2-carboxylic acid), C(=O)(O)[O-].[Na+] (NaHCO3). Run in CO (MeOH). Product: NC1=CC=CC(=N1)C(=O)OC (Methy 6-aminopyridine-2-carboxylate). As a reaction SMILES: OS(O)(=O)=O.[NH2:6][C:7]1[N:12]=[C:11]([C:13]([OH:15])=[O:14])[CH:10]=[CH:9][CH:8]=1.[C:16]([O-])(O)=O.[Na+]>CO>[NH2:6][C:7]1[N:12]=[C:11]([C:13]([O:15][CH3:16])=[O:14])[CH:10]=[CH:9][CH:8]=1 |f:2.3|. Procedure: H2SO4 (3.0 eq.) was added to a suspension of 6-aminopyridine-2-carboxylic acid in MeOH (0.3 M). The reaction mixture was heated to reflux for 20 h. After cooling down, the solvent was reduced in vacuo and the residue was added to cooled sat. aq. NaHCO3. The aqueous phase was extracted with DCM (2×) and the combined organic extracts were washed with brine and dried (Na2SO4). Evaporation of the solvent yielded the title compound as a white solid which was used in the next step without further puri... Starting materials: C([O-])([O-])=O.[K+].[K+] (Potassium carbonate), C[Si](C)(C)C#CC=1C=C(CCOCCC(=O)OC(C)(C)C)C=CC1 (tert-butyl 3-(3-((trimethylsilyl)ethynyl)phenethoxy)propanoate), CO (methanol). Solvent: O (water), C(Cl)Cl (DCM). Reaction conditions: temperature 25 celsius, time 1 hour. Yields the product C(#C)C=1C=C(CCOCCC(=O)OC(C)(C)C)C=CC1 (tert-butyl 3-(3-ethynylphenethoxy)propanoate). Reaction SMILES: C(=O)([O-])[O-].[K+].[K+].C[Si]([C:11]#[C:12][C:13]1[CH:14]=[C:15]([CH:28]=[CH:29][CH:30]=1)[CH2:16][CH2:17][O:18][CH2:19][CH2:20][C:21]([O:23][C:24]([CH3:27])([CH3:26])[CH3:25])=[O:22])(C)C.CO>C(Cl)Cl.O>[C:12]([C:13]1[CH:14]=[C:15]([CH:28]=[CH:29][CH:30]=1)[CH2:16][CH2:17][O:18][CH2:19][CH2:20][C:21]([O:23][C:24]([CH3:26])([CH3:27])[CH3:25])=[O:22])#[CH:11] |f:0.1.2|. Reported procedure: Potassium carbonate (1.20 g) was added in one portion to tert-butyl 3-(3-((trimethylsilyl)ethynyl)phenethoxy)propanoate [Example 4, Step i)] (2.09 g) in DCM (20 mL) and methanol (20 mL) at 25° C. under nitrogen. The resulting mixture was stirred at 25° C. for 1 h. The reaction mixture was diluted with water and extracted with dichloromethane. The organic layer was dried over magnesium sulfate, filtered and evaporated to afford tert-butyl 3-(3-ethynylphenethoxy)propanoate (1.65 g). 1H NMR (300 MH...